From a dataset of the Open Reaction Database (ORD), a public repository of structured organic reaction records. describe an organic reaction: reactants, conditions, products, and yield The reactants are O=C1CCC(=O)N1Cl, CN(C)C=O, c1ccc2[nH]ccc2c1. The product is Clc1c[nH]c2ccccc12. As a reaction SMILES: [Cl:10][N:11]1[C:12](=[O:13])[CH2:14][CH2:15][C:16]1=[O:17].[O:18]=[CH:19][N:20]([CH3:21])[CH3:22].[nH:1]1[cH:2][cH:3][c:4]2[cH:5][cH:6][cH:7][cH:8][c:9]12>>[nH:1]1[cH:2][c:3]([Cl:10])[c:4]2[cH:5][cH:6][cH:7][cH:8][c:9]12. Reactants: ClC=1C=C(C2=C(N1)N(N=C2C)C(C)C)C(=O)NCC=2C(NC(=CC2C)C)=O (6-chloro-N-[(4,6-dimethyl-2-oxo-1,2-dihydro-3-pyridinyl)methyl]-3-methyl-1-(1-methylethyl)-1H-pyrazolo[3,4-b]pyridine-4-carboxamide), O (water), N1=CC(=CC=C1)B(O)O (3-pyridinylboronic acid), C([O-])([O-])=O.[Na+].[Na+] (Sodium carbonate). The reagents and catalysts are C1=CC=C(C=C1)P([C-]2C=CC=C2)C3=CC=CC=C3.C1=CC=C(C=C1)P([C-]2C=CC=C2)C3=CC=CC=C3.Cl[Pd]Cl.[Fe+2].C(Cl)Cl (PdCl2(dppf) CH2Cl2). Run in O1CCOCC1.O (dioxane water). Reaction conditions: temperature 110 celsius. Yields the product CC1=C(C(NC(=C1)C)=O)CNC(=O)C=1C2=C(N=C(C1)C=1C=NC=CC1)N(N=C2C)C(C)C (N-((4,6-dimethyl-2-oxo-1,2-dihydropyridin-3-yl)methyl)-1-isopropyl-3-methyl-6-(pyridin-3-yl)-1H-pyrazolo[3,4-b]pyridine-4-carboxamide). The yield is 78.8%. As a reaction SMILES: Cl[C:2]1[CH:3]=[C:4]([C:15]([NH:17][CH2:18][C:19]2[C:20](=[O:27])[NH:21][C:22]([CH3:26])=[CH:23][C:24]=2[CH3:25])=[O:16])[C:5]2[C:10]([CH3:11])=[N:9][N:8]([CH:12]([CH3:14])[CH3:13])[C:6]=2[N:7]=1.[N:28]1[CH:33]=[CH:32][CH:31]=[C:30](B(O)O)[CH:29]=1.C(=O)([O-])[O-].[Na+].[Na+].O>O1CCOCC1.O.C1C=CC(P(C2C=CC=CC=2)[C-]2C=CC=C2)=CC=1.C1C=CC(P(C2C=CC=CC=2)[C-]2C=CC=C2)=CC=1.Cl[Pd]Cl.[Fe+2].C(Cl)Cl>[CH3:25][C:24]1[CH:23]=[C:22]([CH3:26])[NH:21][C:20](=[O:27])[C:19]=1[CH2:18][NH:17][C:15]([C:4]1[C:5]2[C:10]([CH3:11])=[N:9][N:8]([CH:12]([CH3:14])[CH3:13])[C:6]=2[N:7]=[C:2]([C:30]2[CH:29]=[N:28][CH:33]=[CH:32][CH:31]=2)[CH:3]=1)=[O:16] |f:2.3.4,6.7,8.9.10.11.12|. Reported procedure: In a 25 mL sealable tube under nitrogen were combined 6-chloro-N-[(4,6-dimethyl-2-oxo-1,2-dihydro-3-pyridinyl)methyl]-3-methyl-1-(1-methylethyl)-1H-pyrazolo[3,4-b]pyridine-4-carboxamide (90 mg, 0.23 mmol) and 3-pyridinylboronic acid (42.8 mg, 0.35 mmol) in dioxane/water (3:1 mL). PdCl2(dppf)-CH2Cl2 adduct (9.47 mg, 0.012 mmol) was added and the resulting mixture was degassed with nitrogen for 10 min. Sodium carbonate (58.5 mg, 0.7 mmol) was added, the vessel was sealed, and the insoluble mixture... Starting materials: CCOC(=O)N=NC(=O)OCC, C1CCOC1, O=C1C(=O)c2ccccc2C2=C1SCC(CO)O2, c1ccc(P(c2ccccc2)c2ccccc2)cc1, Oc1cccnc1. Product: O=C1C(=O)c2ccccc2C2=C1SCC(COc1cccnc1)O2. As a reaction SMILES: [N:45]([C:46]([O:47][CH2:48][CH3:49])=[O:50])=[N:51][C:52]([O:53][CH2:54][CH3:55])=[O:56].[O:57]1[CH2:58][CH2:59][CH2:60][CH2:61]1.[OH:1][CH2:2][CH:3]1[CH2:4][S:5][C:6]2=[C:7]([O:8]1)[c:9]1[cH:10][cH:11][cH:12][cH:13][c:14]1[C:15](=[O:18])[C:16]2=[O:17].[c:19]1([P:20]([c:21]2[cH:22][cH:23][cH:24][cH:25][cH:26]2)[c:27]2[cH:28][cH:29][cH:30][cH:31][cH:32]2)[cH:33][cH:34][cH:35][cH:36][cH:37]1.[n:38]1[cH:39][c:40]([OH:44])[cH:41][cH:42][cH:43]1>>[O:1]([CH2:2][CH:3]1[CH2:4][S:5][C:6]2=[C:7]([O:8]1)[c:9]1[cH:10][cH:11][cH:12][cH:13][c:14]1[C:15](=[O:18])[C:16]2=[O:17])[c:40]1[cH:39][n:38][cH:43][cH:42][cH:41]1.